Task: describe an organic reaction: reactants, conditions, products, and yield. Dataset: the Open Reaction Database (ORD), a public repository of structured organic reaction records The reactants are [Al+3].[Cl-].[Cl-].[Cl-] (AlCl3), Cl (HCl), ice water, C(C)(=O)OC1=CC=C(C(=O)O)C=C1 (4-acetoxybenzoic acid), C(C)(=O)Cl (acetyl chloride). Solvent: ClC1=C(C=C(C=C1)Cl)Cl (1,2,4-trichloro-benzene). Reaction conditions: temperature 135 celsius, time 1 hour. The product is C(C)(=O)C=1C=C(C(=O)O)C=CC1O (3-Acetyl-4-hydroxybenzoic Acid). As a reaction SMILES: [Al+3].[Cl-].[Cl-].[Cl-].C([O:8][C:9]1[CH:17]=[CH:16][C:12]([C:13]([OH:15])=[O:14])=[CH:11][CH:10]=1)(=O)C.[C:18](Cl)(=[O:20])[CH3:19].Cl>ClC1C=CC(Cl)=CC=1Cl>[C:18]([C:17]1[CH:16]=[C:12]([CH:11]=[CH:10][C:9]=1[OH:8])[C:13]([OH:15])=[O:14])(=[O:20])[CH3:19] |f:0.1.2.3|. Procedure: 36.6 g (0.274 mol) of AlCl3 are suspended in 50 ml of 1,2,4-trichloro-benzene and treated with 9 g (50 mmol) of 4-acetoxybenzoic acid. After dropwise addition of 7.84 g (0.1 mol) of acetyl chloride, the reaction mixture is heated to 130-140° C., the evolution of HCl gas occurring from approximately 60° C. The mixture is stirred for approximately 1 hour at 130° C. and then allowed to cool to 60-70° C., and the mixture is poured cautiously into stirred ice water. It is extracted several times with... Starting materials: C(C)N(CCO)CCCCOC1=CC2=C(C(=NS2)C2=CC=C(C=C2)C#C)C=C1 (2-(Ethyl-{4-[3-(4-ethynyl-phenyl)-benzo[d]isothiazol-6-yloxy]-butyl}-amino)-ethanol). The reagents and catalysts are [Pd] (Pd/C). Run in CCOC(=O)C (EtOAc). The product is C(C)N(CCO)CCCCOC1=CC2=C(C(=NS2)C2=CC=C(C=C2)CC)C=C1 (2-(Ethyl-{4-[3-(4-ethyl-phenyl)-benzo[d]isothiazol-6-yloxy]-butyl}-amino)-ethanol). As a reaction SMILES: [CH2:1]([N:3]([CH2:7][CH2:8][CH2:9][CH2:10][O:11][C:12]1[CH:28]=[CH:27][C:15]2[C:16]([C:19]3[CH:24]=[CH:23][C:22]([C:25]#[CH:26])=[CH:21][CH:20]=3)=[N:17][S:18][C:14]=2[CH:13]=1)[CH2:4][CH2:5][OH:6])[CH3:2]>CCOC(C)=O.[Pd]>[CH2:1]([N:3]([CH2:7][CH2:8][CH2:9][CH2:10][O:11][C:12]1[CH:28]=[CH:27][C:15]2[C:16]([C:19]3[CH:24]=[CH:23][C:22]([CH2:25][CH3:26])=[CH:21][CH:20]=3)=[N:17][S:18][C:14]=2[CH:13]=1)[CH2:4][CH2:5][OH:6])[CH3:2]. Procedure details: 150 mg (0.4 mmol) 2-(Ethyl-{4-[3-(4-ethynyl-phenyl)-benzo[d]isothiazol-6-yloxy]-butyl}-amino)-ethanol in 6 ml EtOAc were hydrogenated in the presence of 50 mg 10% Pd/C, filtration over decalite, followed by purification by preparative HPLC yielded 2-(Ethyl-{4-[3-(4-ethyl-phenyl)-benzo[d]isothiazol-6-yloxy]-butyl}-amino)-ethanol as light yellow oil, MS: 399 (MH+). Starting materials: BrC=1C=C(C=CC1)S (3-bromothiophenol), BrCC=1C=C(C(C(=O)OC)=CC1)C(=O)OC (dimethyl 4-bromomethylphthalate), C([O-])([O-])=O.[K+].[K+] (potassium carbonate). Solvent: CC(CC)=O (2-butanone). Run at time 2 hour. Product: BrC=1C=C(C=CC1)SCC=1C=C(C(C(=O)OC)=CC1)C(=O)OC (Dimethyl 4-(3-bromophenylsulphanylmethyl)phthalate). Isolated yield 97.3%. RXN SMILES: [Br:1][C:2]1[CH:3]=[C:4]([SH:8])[CH:5]=[CH:6][CH:7]=1.Br[CH2:10][C:11]1[CH:12]=[C:13]([C:21]([O:23][CH3:24])=[O:22])[C:14](=[CH:19][CH:20]=1)[C:15]([O:17][CH3:18])=[O:16].C(=O)([O-])[O-].[K+].[K+]>CC(=O)CC>[Br:1][C:2]1[CH:3]=[C:4]([S:8][CH2:10][C:11]2[CH:12]=[C:13]([C:21]([O:23][CH3:24])=[O:22])[C:14](=[CH:19][CH:20]=2)[C:15]([O:17][CH3:18])=[O:16])[CH:5]=[CH:6][CH:7]=1 |f:2.3.4|. Procedure: 5 g (26 mmol) of 3-bromothiophenol and 9.2 g (32 mmol) of dimethyl 4-bromomethylphthalate are dissolved in 150 mL of 2-butanone. 4 g (29 mmol) of potassium carbonate are added and the mixture is brought to reflux and stirred for 2 h. The reaction medium is then filtered and concentrated under reduced pressure and the residue is purified by chromatography on a column of silica. A yellow oil (10 g) is obtained in a yield of 100%. Yield: 69.2%. Product: COC(=O)C1=C(N(C(C(=C1)Br)=O)CC(CC)CC)CBr (5-Bromo-2-bromomethyl-1-(2-ethyl-butyl)-6-oxo-1,6-dihydro-pyridine-3-carboxylic acid methyl ester). Procedure details: A mixture of 5-bromo-1-(2-ethyl-butyl)-2-methyl-6-oxo-1,6-dihydro-pyridine-3-carboxylic acid methyl ester (5.72 g, 17.3 mmol), N-bromosuccinimide (3.39 g, 19.1 mmol), and benzoyl peroxide (0.42 g, 1.73 mmol) in CCl4 (170 mL) was refluxed for 16 h. The resulting suspension was filtered, and the filtrate was evaporated in vacuo. The residue was purified by silica gel chromatography (0-20% EtOAc/hexanes) to give 4.9 g of the title compound as a yellow viscous oil. MS: (+) m/z 432.10 (M+Na). Reactants: COC(=O)C1=C(N(C(C(=C1)Br)=O)CC(CC)CC)C (5-bromo-1-(2-ethyl-butyl)-2-methyl-6-oxo-1,6-dihydro-pyridine-3-carboxylic acid methyl ester), BrN1C(CCC1=O)=O (N-bromosuccinimide), C(C1=CC=CC=C1)(=O)OOC(C1=CC=CC=C1)=O (benzoyl peroxide). RXN SMILES: [CH3:1][O:2][C:3]([C:5]1[CH:10]=[C:9]([Br:11])[C:8](=[O:12])[N:7]([CH2:13][CH:14]([CH2:17][CH3:18])[CH2:15][CH3:16])[C:6]=1[CH3:19])=[O:4].[Br:20]N1C(=O)CCC1=O.C(OOC(=O)C1C=CC=CC=1)(=O)C1C=CC=CC=1>C(Cl)(Cl)(Cl)Cl>[CH3:1][O:2][C:3]([C:5]1[CH:10]=[C:9]([Br:11])[C:8](=[O:12])[N:7]([CH2:13][CH:14]([CH2:17][CH3:18])[CH2:15][CH3:16])[C:6]=1[CH2:19][Br:20])=[O:4]. Run in C(Cl)(Cl)(Cl)Cl (CCl4). The reactants are CCN(C(C)C)C(C)C (DIPEA), Cl.N[C@@H](C(C)(C)C)C(=O)O (tert-butylglycine hydrochloride), FC1=C2C(=C(C(C(C2=CC=C1)(C)C)=O)C(=O)OCC)O (ethyl 5-fluoro-4-hydroxy-1,1-dimethyl-2-oxo-naphthalene-3-carboxylate), O1CCOCC1 (dioxane). The product is FC1=C2C(=C(C(C(C2=CC=C1)(C)C)=O)C(=O)NCC(=O)OC(C)(C)C)O (1,1-dimethylethyl N-((5-fluoro-4-hydroxy-1,1-dimethyl-2-oxo-naphthalen-3-yl)carbonyl)glycinate). Reaction SMILES: CCN([CH:7]([CH3:9])[CH3:8])C(C)C.Cl.[NH2:11][C@H:12]([C:17]([OH:19])=[O:18])C(C)(C)C.[F:20][C:21]1[CH:30]=[CH:29][CH:28]=[C:27]2[C:22]=1[C:23]([OH:39])=[C:24]([C:34](OCC)=[O:35])[C:25](=[O:33])[C:26]2([CH3:32])[CH3:31].O1CCOC[CH2:41]1>>[F:20][C:21]1[CH:30]=[CH:29][CH:28]=[C:27]2[C:22]=1[C:23]([OH:39])=[C:24]([C:34]([NH:11][CH2:12][C:17]([O:19][C:7]([CH3:8])([CH3:9])[CH3:41])=[O:18])=[O:35])[C:25](=[O:33])[C:26]2([CH3:32])[CH3:31] |f:1.2|. Reported procedure: DIPEA (0.14 mL, 809 mmol, tert-butylglycine hydrochloride (136 mg, 809 μmol), and ethyl 5-fluoro-4-hydroxy-1,1-dimethyl-2-oxo-naphthalene-3-carboxylate (150 mg, 539 μmol) were heated to 75° C. in dioxane (4 mL) for 3 hours. The resulting mixture was cooled to room temperature and concentrated in vacuo. The residue was purified by flash chromatography to give 116 mg of 1,1-dimethylethyl N-((5-fluoro-4-hydroxy-1,1-dimethyl-2-oxo-naphthalen-3-yl)carbonyl)glycinate as a white solid. MS m/e=386 (M+Na... Reactants: C1OC=2C=C(C=CC2OC1)NC1=NC(=NC=C1F)NC1=CC(=CC=C1)O (N4-(3,4-ethylenedioxyphenyl)-5-fluoro-N2-(3-hydroxyphenyl)-2,4-pyrimidinediamine), ClC1=NC=C(C(=N1)NC1=CC2=C(C=C1)OCCO2)F (2-chloro-N4-(3,4-ethylenedioxyphenyl)-5-fluoro-4-pyrimidineamine), C(C)OC(=O)C=1C=C(N)C=CC1 (3-ethoxycarbonylaniline). The product is C(C)OC(=O)C=1C=C(C=CC1)NC1=NC=C(C(=N1)NC1=CC2=C(C=C1)OCCO2)F (N2-(3-ethoxycarbonylphenyl)-N4-(3,4-ethylenedioxyphenyl)-5-fluoro-2,4-pyrimidinediamine). Reaction SMILES: [CH2:1]1[CH2:10][O:9][C:8]2[CH:7]=[CH:6][C:5]([NH:11][C:12]3[C:17]([F:18])=[CH:16][N:15]=[C:14]([NH:19][C:20]4[CH:25]=[CH:24][CH:23]=[C:22](O)[CH:21]=4)[N:13]=3)=[CH:4][C:3]=2[O:2]1.ClC1N=C(NC2C=CC3OCCOC=3C=2)C(F)=CN=1.[CH2:46]([O:48][C:49](C1C=C(C=CC=1)N)=[O:50])[CH3:47]>>[CH2:46]([O:48][C:49]([C:22]1[CH:21]=[C:20]([NH:19][C:14]2[N:13]=[C:12]([NH:11][C:5]3[CH:6]=[CH:7][C:8]4[O:9][CH2:10][CH2:1][O:2][C:3]=4[CH:4]=3)[C:17]([F:18])=[CH:16][N:15]=2)[CH:25]=[CH:24][CH:23]=1)=[O:50])[CH3:47]. Procedure details: In like manner to preparation of N4-(3,4-ethylenedioxyphenyl)-5-fluoro-N2-(3-hydroxyphenyl)-2,4-pyrimidinediamine, 2-chloro-N4-(3,4-ethylenedioxyphenyl)-5-fluoro-4-pyrimidineamine and 3-ethoxycarbonylaniline gave N2-(3-ethoxycarbonylphenyl)-N4-(3,4-ethylenedioxyphenyl)-5-fluoro-2,4-pyrimidinediamine. 1H NMR (CDCl3): δ 8.04 (bs, 1H), 7.94 (bs, 1H), 7.90 (bd, 1H), 7.68 (bd, 1H, J=7.5 Hz), 7.35 (t, 1H, J=8.1 Hz), 7.28 (d, 1H, J=2.4 Hz), 7.07 (s, 1H), 6.93 (dd, 1H, J=3 and 8.7 Hz), 6.83 (d, 1H, J=9 ... Reactants: BrC=1C(=NC(=NC1)Cl)Cl (5-bromo-2,4-dichloro-pyrimidine), Intermediate L, BrC=1C(=NC(=NC1)Cl)NC(CNC(OC(C)(C)C)=O)C(C)C (tert-butyl N-[2-[(5-bromo-2-chloro-pyrimidin-4-yl)amino]-3-methyl-butyl]carbamate). Yields the product BrC=1C(=NC(=NC1)Cl)NC1(CCCC1)CNC(OC(C)(C)C)=O (tert-butyl N-[[1-[(5-bromo-2-chloro-pyrimidin-4-yl)amino]cyclopentyl]methyl]carbamate). As a reaction SMILES: Br[C:2]1C(Cl)=NC(Cl)=N[CH:7]=1.[Br:10][C:11]1[C:12]([NH:18][CH:19]([CH:29]([CH3:31])C)[CH2:20][NH:21][C:22](=[O:28])[O:23][C:24]([CH3:27])([CH3:26])[CH3:25])=[N:13][C:14]([Cl:17])=[N:15][CH:16]=1>>[Br:10][C:11]1[C:12]([NH:18][C:19]2([CH2:20][NH:21][C:22](=[O:28])[O:23][C:24]([CH3:25])([CH3:26])[CH3:27])[CH2:29][CH2:31][CH2:7][CH2:2]2)=[N:13][C:14]([Cl:17])=[N:15][CH:16]=1. Reported procedure: tert-butyl N-[[1-[(5-bromo-2-chloro-pyrimidin-4-yl)amino]cyclopentyl]methyl]carbamate was synthesized using 5-bromo-2,4-dichloro-pyrimidine and Intermediate L using analogous reaction conditions as described for tert-butyl N-[2-[(5-bromo-2-chloro-pyrimidin-4-yl)amino]-3-methyl-butyl]carbamate. 1H NMR (600 MHz, DMSO-d6) δ ppm 1.34 (s, 9H) 1.50-1.58 (m, 2H) 1.63-1.78 (m, 4H) 1.96-2.06 (m, 2H) 3.25 (d, J=6.15 Hz, 2H) 6.71 (s, 1H) 7.18 (t, J=6.29 Hz, 1H) 8.20 (s, 1H). LCMS (ESI) 405 (M+H). Starting materials: O (water), [N+](=O)([O-])C1=CC=C(C=C1)C (p-nitrotoluene), [K+].[Br-] (KBr), Co(OAc)2, C(C)(=O)O (acetic acid). Yields the product [N+](=O)([O-])C1=CC=C(C=C1)C (p-nitrotoluene), [N+](=O)([O-])C1=CC=C(C(=O)O)C=C1 (p-nitrobenzoic acid). Reaction SMILES: [N+:1]([C:4]1[CH:9]=[CH:8][C:7]([CH3:10])=[CH:6][CH:5]=1)([O-:3])=[O:2].[K+].[Br-].O.[C:14]([OH:17])(=[O:16])[CH3:15]>>[N+:1]([C:4]1[CH:9]=[CH:8][C:7]([CH3:10])=[CH:6][CH:5]=1)([O-:3])=[O:2].[N+:1]([C:4]1[CH:9]=[CH:8][C:15]([C:14]([OH:17])=[O:16])=[CH:6][CH:5]=1)([O-:3])=[O:2] |f:1.2|. Reported procedure: 600 of p-nitrotoluene was oxidized in 2700 ml of glacial acetic acid after the addition of 8 g KBr and 30 g Co(OAc)2 . 4H2O. The reaction product was suction filtered, washed and dried. The mother liquor was combined with the glacial acetic acid used for washing, and after the addition of 500 ml of benzene, the water was separated azeotropically. Benzene and excess acetic acid were removed by distillation down to a remainder of 2500 ml. After the addition of 600 g of p-nitrotoluene, the oxidatio... Reactants: BrC1=CC(=NC2=CC=C(C=C12)O)C1=CC=C(C=C1)O (4-Bromo-2-(4-hydroxyphenyl)quinolin-6-ol), C(CCC)[Sn](C=C)(CCCC)CCCC (tributyl(vinyl)tin). The product is OC1=CC=C(C=C1)C1=NC2=CC=C(C=C2C(=C1)C=C)O (2-(4-Hydroxyphenyl)-4-vinylquinolin-6-ol). Yield: 69.0%. Reaction SMILES: Br[C:2]1[C:11]2[C:6](=[CH:7][CH:8]=[C:9]([OH:12])[CH:10]=2)[N:5]=[C:4]([C:13]2[CH:18]=[CH:17][C:16]([OH:19])=[CH:15][CH:14]=2)[CH:3]=1.[CH2:20]([Sn](CCCC)(CCCC)C=C)[CH2:21]CC>>[OH:19][C:16]1[CH:17]=[CH:18][C:13]([C:4]2[CH:3]=[C:2]([CH:20]=[CH2:21])[C:11]3[C:6](=[CH:7][CH:8]=[C:9]([OH:12])[CH:10]=3)[N:5]=2)=[CH:14][CH:15]=1. Procedure: This compound was prepared from 6a and tributyl(vinyl)tin according to method J. Yellow solid; Yield: 69%; mp>200° C. (dec.); 1H-NMR (400 MHz, DMSO-d6) δ 5.69 (d, J=11.7 Hz, 1H), 6.23 (dd, J=18.3, 1.0 Hz, 1H), 6.90 (d, J=8.5 Hz, 2H), 7.31 (dd, J=9.0, 2.7 Hz, 1H), 7.35 (d, J=2.2 Hz, 1H), 7.40 (dd, J=17.3, 11.0 Hz, 1H), 7.88 (d, J=8.8 Hz, 1H), 8.01 (s, 1H), 8.11 (d, J=8.8 Hz, 2H), 9.73 (s, 1H), 9.98 (s, 1H); MS (ESI) m/z 262 ([M−H]−), 264 ([M+H]+); Anal. Calcd for C17H13NO2: C: 77.55, H: 4.98, N: ...